From a dataset of the Open Reaction Database (ORD), a public repository of structured organic reaction records. describe an organic reaction: reactants, conditions, products, and yield Product: COc1ccc(C(O)c2cccnc2OC)cc1. Reaction SMILES: [C:11]([Li:12])([CH3:13])([CH3:14])[CH3:15].[CH3:16][O:17][c:18]1[n:19][cH:20][cH:21][cH:22][cH:23]1.[CH3:24][O:25][c:26]1[cH:27][cH:28][c:29]([CH:30]=[O:31])[cH:32][cH:33]1.[Cl-:34].[NH4+:35].[O:36]1[CH2:37][CH2:38][CH2:39][CH2:40]1.[c:1]1([CH3:2])[cH:3][c:4]([CH3:5])[cH:6][c:7]([CH3:8])[c:9]1[Br:10]>>[CH3:16][O:17][c:18]1[n:19][cH:20][cH:21][cH:22][c:23]1[CH:30]([c:29]1[cH:28][cH:27][c:26]([O:25][CH3:24])[cH:33][cH:32]1)[OH:31]. Reactants: [Li]C(C)(C)C, COc1ccccn1, COc1ccc(C=O)cc1, [Cl-], [NH4+], C1CCOC1, Cc1cc(C)c(Br)c(C)c1. RXN SMILES: [N:1]1([C:6]2[CH:53]=[CH:52][C:9]([CH2:10][NH:11][C:12]([C:14]3[CH:19]=[CH:18][N:17]=[C:16]([C:20]4[CH:25]=[C:24]([N:26]5[CH2:31][CH2:30][CH2:29][CH2:28][CH2:27]5)[CH:23]=[CH:22][C:21]=4[NH:32][C:33]([C:35]4[CH:36]=[C:37]([CH:49]=[CH:50][CH:51]=4)[CH2:38][S:39][CH2:40][CH2:41][C:42]([O:44]C(C)(C)C)=[O:43])=[O:34])[CH:15]=3)=[O:13])=[CH:8][CH:7]=2)[CH:5]=[CH:4][CH:3]=[N:2]1.FC(F)(F)C(O)=O.C(=O)(O)[O-].[Na+]>ClCCl>[N:1]1([C:6]2[CH:7]=[CH:8][C:9]([CH2:10][NH:11][C:12]([C:14]3[CH:19]=[CH:18][N:17]=[C:16]([C:20]4[CH:25]=[C:24]([N:26]5[CH2:31][CH2:30][CH2:29][CH2:28][CH2:27]5)[CH:23]=[CH:22][C:21]=4[NH:32][C:33]([C:35]4[CH:36]=[C:37]([CH:49]=[CH:50][CH:51]=4)[CH2:38][S:39][CH2:40][CH2:41][C:42]([OH:44])=[O:43])=[O:34])[CH:15]=3)=[O:13])=[CH:52][CH:53]=2)[CH:5]=[CH:4][CH:3]=[N:2]1 |f:2.3|. Reported procedure: Into a 50-mL 3-necked round bottom flask, was placed tert-butyl 3-(3-((2-(4-((4-(1H-pyrazol-1-yl)benzyl)carbamoyl)pyridin-2-yl)-4-(piperidin-1-yl)phenyl)carbamoyl)benzylthio)-propanoate (130 mg, 0.18 mmol, 1.00 equiv), and dichloromethane (2 mL). This was followed by dropwise addition of trifluoroacetic acid (3 mL) with stirring. The resulting solution was stirred for 60 min at room temperature. The solution was adjusted to pH 7 with sodium bicarbonate (aq). The resulting solution was diluted wi... Yields the product N1(N=CC=C1)C1=CC=C(CNC(=O)C2=CC(=NC=C2)C2=C(C=CC(=C2)N2CCCCC2)NC(=O)C=2C=C(CSCCC(=O)O)C=CC2)C=C1 (3-(3-((2-(4-((4-(1H-pyrazol-1-yl)benzyl)carbamoyl)pyridin-2-yl)-4-(piperidin-1-yl)phenyl)carbamoyl)benzylthio)propanoic acid). The yield is 71.5%. Solvent: ClCCl (dichloromethane), ClCCl (dichloromethane). Reactants: N1(N=CC=C1)C1=CC=C(CNC(=O)C2=CC(=NC=C2)C2=C(C=CC(=C2)N2CCCCC2)NC(=O)C=2C=C(CSCCC(=O)OC(C)(C)C)C=CC2)C=C1 (tert-butyl 3-(3-((2-(4-((4-(1H-pyrazol-1-yl)benzyl)carbamoyl)pyridin-2-yl)-4-(piperidin-1-yl)phenyl)carbamoyl)benzylthio)-propanoate), FC(C(=O)O)(F)F (trifluoroacetic acid), C([O-])(O)=O.[Na+] (sodium bicarbonate).